This data is from the Open Reaction Database (ORD), a public repository of structured organic reaction records. The task is: describe an organic reaction: reactants, conditions, products, and yield Starting materials: O=C([O-])O, CCOC(C)=O, COc1cc(C=C(CCCCl)C(=O)O)ccc1-n1cnc(C)c1, O=C(O)C(F)(F)F, O=C(CBr)c1ccc(F)cc1, [Na+], CN(C)C=O, O. Yields the product COc1cc(C=C(CCCCl)C(=O)OCC(=O)c2ccc(F)cc2)ccc1-n1cnc(C)c1. RXN SMILES: [C:49](=[O:50])([OH:51])[O-:52].[CH3:42][CH2:43][O:44][C:45](=[O:46])[CH3:47].[Cl:8][CH2:9][CH2:10][CH2:11][C:12]([C:13](=[O:14])[OH:15])=[CH:16][c:17]1[cH:18][c:19]([O:29][CH3:30])[c:20](-[n:23]2[cH:24][n:25][c:26]([CH3:28])[cH:27]2)[cH:21][cH:22]1.[F:1][C:2]([F:3])([F:4])[C:5]([OH:6])=[O:7].[F:31][c:32]1[cH:33][cH:34][c:35]([C:36]([CH2:37][Br:38])=[O:39])[cH:40][cH:41]1.[Na+:53].[O:54]=[CH:55][N:56]([CH3:57])[CH3:58].[OH2:48]>>[Cl:8][CH2:9][CH2:10][CH2:11][C:12]([C:13](=[O:14])[O:15][CH2:37][C:36]([c:35]1[cH:34][cH:33][c:32]([F:31])[cH:41][cH:40]1)=[O:39])=[CH:16][c:17]1[cH:18][c:19]([O:29][CH3:30])[c:20](-[n:23]2[cH:24][n:25][c:26]([CH3:28])[cH:27]2)[cH:21][cH:22]1. The reactants are O([Si](C)(C)C(C)(C)C)C(C\C=C(\CC\C=C(\CCC=C(C)C)/C)/C)P(OCC)(OCC)=O (diethyl [1-(t-butyldimethylsiloxy)-(E,E)-4,8,12-trimethyl-3,7,11-tridecatrienyl]phosphonate), [F-].C(CCC)[N+](CCCC)(CCCC)CCCC (tetrabutylammonium fluride), solution. Run in C1CCOC1 (THF), C1CCOC1 (THF). Run at temperature 0 celsius, time 1 hour. Product: OC(C\C=C(\CC\C=C(\CCC=C(C)C)/C)/C)P(OCC)(OCC)=O (Diethyl [1-hydroxy-(E,E)-4,8,12-trimethyl-3,7,11-tridecatrienyl]phosphonate). Isolated yield 88.0%. RXN SMILES: [O:1]([CH:9]([P:25](=[O:32])([O:29][CH2:30][CH3:31])[O:26][CH2:27][CH3:28])[CH2:10]/[CH:11]=[C:12](\[CH3:24])/[CH2:13][CH2:14]/[CH:15]=[C:16](\[CH3:23])/[CH2:17][CH2:18][CH:19]=[C:20]([CH3:22])[CH3:21])[Si](C(C)(C)C)(C)C.[F-].C([N+](CCCC)(CCCC)CCCC)CCC>C1COCC1>[OH:1][CH:9]([P:25](=[O:32])([O:26][CH2:27][CH3:28])[O:29][CH2:30][CH3:31])[CH2:10]/[CH:11]=[C:12](\[CH3:24])/[CH2:13][CH2:14]/[CH:15]=[C:16](\[CH3:23])/[CH2:17][CH2:18][CH:19]=[C:20]([CH3:22])[CH3:21] |f:1.2|. Reported procedure: To a solution of the diethyl [1-(t-butyldimethylsiloxy)-(E,E)-4,8,12-trimethyl-3,7,11-tridecatrienyl]phosphonate (55 mg, 0.113 mmol) in THF (1 ml), under argon, at 0° C. was added tetrabutylammonium fluride (0.113 ml of a 1.0M solution in THF, 0.113 mmol), and the mixture stirred at 0° C. for 1 hr. The solvent was evaporated in vacuo and the residue chromatographed on silica gel eluted with ethylacetate:hexanes, (3:1, v:v) to afford the title compound (37 m,g 88%) as an oil. The reactants are C(C)(C)(C)OC(N(C)C)N(C)C (tert-Butoxybis(dimethylamino)methane), ClC=1C=C(C=CC1)[C@@H]1CC(CC1)=O ((3S)-3-(3-Chlorophenyl)cyclopentanone), O.NN (Hydrazine hydrate). Product: ClC=1C=C(C=CC1)[C@H]1CCC=2NN=CC21 ((4R)-4-(3-Chlorophenyl)-1,4,5,6-tetrahydrocyclopenta[c]pyrazole). Conditions: temperature 125 celsius. Solvent: C(C)(C)O (isopropanol). Yield: 65.2%. RXN SMILES: [Cl:1][C:2]1[CH:3]=[C:4]([C@H:8]2[CH2:12][CH2:11][C:10](=O)[CH2:9]2)[CH:5]=[CH:6][CH:7]=1.C(OC([N:23]([CH3:25])C)N(C)C)(C)(C)C.O.[NH2:27]N>C(O)(C)C>[Cl:1][C:2]1[CH:3]=[C:4]([C@@H:8]2[C:9]3[CH:25]=[N:23][NH:27][C:10]=3[CH2:11][CH2:12]2)[CH:5]=[CH:6][CH:7]=1 |f:2.3|. Reported procedure: (3S)-3-(3-Chlorophenyl)cyclopentanone (1.5 g, 7.71 mmol) is dissolved in isopropanol (20 mL) and stirred. tert-Butoxybis(dimethylamino)methane (1.91 mL, 9.25 mmol) is added drop wise to the reaction. The reaction is heated to 125° C. for 12 hours. It is then cooled to room temperature and concentrated to dryness. The residue is diluted with isopropanol (20 mL). Hydrazine hydrate (0.37 mL, 11.56 mmol) is added to the reaction and the reaction is heated to 100° C. for 5 hours. The reaction is conc... Starting materials: N1CC(C(=O)OCC)CCC1 (ethyl nipecotate), ClC1=C(C=O)C=CC=C1Cl (2,3-dichlorobenzaldehyde), NC1=NNC=C1 (3-aminopyrazole). Yields the product Cl.C(#N)C=1C(C=2C(NC1C1CCNCC1)=NNC2)C2=C(C(=CC=C2)Cl)Cl (5-Cyano-4-(2,3-dichlorophenyl)-4,7-dihydro-6-(piperidin-4-yl)-2H-pyrazolo[3,4-b]pyridine Hydrochloride). As a reaction SMILES: [NH:1]1[CH2:11][CH2:10][CH2:9][CH:3](C(OCC)=O)[CH2:2]1.[Cl:12][C:13]1[C:20]([Cl:21])=[CH:19][CH:18]=[CH:17][C:14]=1[CH:15]=O.[NH2:22][C:23]1[CH:27]=[CH:26][NH:25][N:24]=1>>[ClH:12].[C:2]([C:3]1[CH:15]([C:14]2[CH:17]=[CH:18][CH:19]=[C:20]([Cl:21])[C:13]=2[Cl:12])[C:27]2[C:23](=[N:24][NH:25][CH:26]=2)[NH:22][C:9]=1[CH:9]1[CH2:3][CH2:2][NH:1][CH2:11][CH2:10]1)#[N:1] |f:3.4|. Procedure: The title compound was prepared from ethyl nipecotate, 2,3-dichlorobenzaldehyde and 3-aminopyrazole in the same manner as in Examples 1001 and 1002. The product is C[C@H]1CC[C@H](CC1)OC1=CC=C(C=C1)C(C)=O (1-[4-(cis-4-Methyl-cyclohexyloxy)-phenyl]-ethanone). Reported procedure: cis-4-Methyl-cyclohexanol (3.28 g, 28.7 mmol), NaH (1.09 g, 27.3 mmol, 60% suspension in mineral oil) and DMF (50 mL) were combined and sonicated as in general procedure L. The mixture was charged with 4′-fluoroacetophenone (2.18 mL, 17.8 mmol) and heated. After aqueous workup, the crude residue was purified on a silica gel column (gradient, hexane→2% EtOAc-hexane) to obtain 1-[4-(cis-4-Methyl-cyclohexyloxy)-phenyl]-ethanone (976 mg). Run in CN(C)C=O (DMF). RXN SMILES: [CH3:1][C@@H:2]1[CH2:7][CH2:6][C@H:5]([OH:8])[CH2:4][CH2:3]1.[H-].[Na+].F[C:12]1[CH:17]=[CH:16][C:15]([C:18](=[O:20])[CH3:19])=[CH:14][CH:13]=1>CN(C=O)C>[CH3:1][C@@H:2]1[CH2:7][CH2:6][C@H:5]([O:8][C:12]2[CH:17]=[CH:16][C:15]([C:18](=[O:20])[CH3:19])=[CH:14][CH:13]=2)[CH2:4][CH2:3]1 |f:1.2|. Yield: 23.6%. Reactants: C[C@H]1CC[C@H](CC1)O (cis-4-Methyl-cyclohexanol), [H-].[Na+] (NaH), FC1=CC=C(C=C1)C(C)=O (4′-fluoroacetophenone). The reactants are O=C(Cl)CCCCCBr, CC(C)=O, COc1cc(N)c2nccc(C)c2c1, [Na+], [Na+], O=C([O-])[O-]. Product: COc1cc(NC(=O)CCCCCBr)c2nccc(C)c2c1. As a reaction SMILES: [Br:21][CH2:22][CH2:23][CH2:24][CH2:25][CH2:26][C:27](=[O:28])[Cl:29].[CH3:30][C:31](=[O:32])[CH3:33].[NH2:1][c:2]1[cH:3][c:4]([O:13][CH3:14])[cH:5][c:6]2[c:7]([CH3:12])[cH:8][cH:9][n:10][c:11]12.[Na+:15].[Na+:16].[O-:17][C:18](=[O:19])[O-:20]>>[NH:1]([c:2]1[cH:3][c:4]([O:13][CH3:14])[cH:5][c:6]2[c:7]([CH3:12])[cH:8][cH:9][n:10][c:11]12)[C:27]([CH2:26][CH2:25][CH2:24][CH2:23][CH2:22][Br:21])=[O:28].